The task is: describe an organic reaction: reactants, conditions, products, and yield. This data is from the Open Reaction Database (ORD), a public repository of structured organic reaction records. Reactants: ClC1=C(N=CC(=N1)N[C@@H](C(=O)N)CC1CC1)C#N ((R)-2-(6-chloro-5-cyanopyrazin-2-ylamino)-3-cyclopropylpropanamide), Cl.CC1=NSC(=C1)N (3-methylisothiazol-5-amine hydrochloride), C(=O)([O-])[O-].[K+].[K+] (K2CO3), C=1C=CC(=CC1)P(C=2C=CC=CC2)C3=CC=C4C=CC=CC4=C3C5=C6C=CC=CC6=CC=C5P(C=7C=CC=CC7)C=8C=CC=CC8 (BINAP). The reagents and catalysts are CC(=O)[O-].CC(=O)[O-].[Pd+2] (Pd(OAc)2). The solvent is O1CCOCC1 (dioxane). Reaction conditions: time 20 hour. Yields the product C(#N)C=1N=CC(=NC1NC1=CC(=NS1)C)N[C@@H](C(=O)N)CC1CC1 ((R)-2-(5-cyano-6-(3-methylisothiazol-5-ylamino)pyrazin-2-ylamino)-3-cyclopropylpropanamide). Isolated yield 128.9%. As a reaction SMILES: Cl[C:2]1[N:7]=[C:6]([NH:8][C@H:9]([CH2:13][CH:14]2[CH2:16][CH2:15]2)[C:10]([NH2:12])=[O:11])[CH:5]=[N:4][C:3]=1[C:17]#[N:18].Cl.[CH3:20][C:21]1[CH:25]=[C:24]([NH2:26])[S:23][N:22]=1.C([O-])([O-])=O.[K+].[K+].C1C=CC(P(C2C(C3C(P(C4C=CC=CC=4)C4C=CC=CC=4)=CC=C4C=3C=CC=C4)=C3C(C=CC=C3)=CC=2)C2C=CC=CC=2)=CC=1>O1CCOCC1.CC([O-])=O.CC([O-])=O.[Pd+2]>[C:17]([C:3]1[N:4]=[CH:5][C:6]([NH:8][C@H:9]([CH2:13][CH:14]2[CH2:16][CH2:15]2)[C:10]([NH2:12])=[O:11])=[N:7][C:2]=1[NH:26][C:24]1[S:23][N:22]=[C:21]([CH3:20])[CH:25]=1)#[N:18] |f:1.2,3.4.5,8.9.10|. Reported procedure: A mixture of (R)-2-(6-chloro-5-cyanopyrazin-2-ylamino)-3-cyclopropylpropanamide (86 mg, 0.323 mmol), 3-methylisothiazol-5-amine hydrochloride (70 mg, 0.464 mmol), K2CO3 (130 mg, 0.942 mmol), BINAP (30 mg, 0.048 mmol) and Pd(OAc)2 (15 mg, 0.066 mmol) in dioxane (2 mL) was degassed with Ar, then was stirred at 110 C for 20 h. EtOAc and H2O were added. Organic phase was separated, dried over Na2SO4, concentrated in vacuo to give (R)-2-(5-cyano-6-(3-methylisothiazol-5-ylamino)pyrazin-2-ylamino)-3-cy...